Dataset: the Open Reaction Database (ORD), a public repository of structured organic reaction records. Task: describe an organic reaction: reactants, conditions, products, and yield Reactants: CO, COc1ccc(CC(=O)O)cc1, O=S(=O)(O)O. The product is COC(=O)Cc1ccc(OC)cc1. As a reaction SMILES: [CH3:18][OH:19].[CH3:1][O:2][c:3]1[cH:4][cH:5][c:6]([CH2:7][C:8]([OH:9])=[O:10])[cH:11][cH:12]1.[S:13](=[O:14])(=[O:15])([OH:16])[OH:17]>>[CH3:1][O:2][c:3]1[cH:4][cH:5][c:6]([CH2:7][C:8]([O:9][CH3:18])=[O:10])[cH:11][cH:12]1. The reactants are COc1ccc(C2CCN(c3c(C)c(C)c4c(c3C)C(O)(c3ccc(C)cc3)C(C)(C)O4)CC2)cc1OC, CO, CCCCCC. The product is COc1ccc(C2CCN(c3c(C)c(C)c4c(c3C)C(c3ccc(C)cc3)C(C)(C)O4)CC2)cc1OC. As a reaction SMILES: [CH3:1][O:2][c:3]1[cH:4][c:5]([CH:11]2[CH2:12][CH2:13][N:14]([c:17]3[c:18]([CH3:38])[c:19]([CH3:37])[c:20]4[c:21]([c:35]3[CH3:36])[C:22]([OH:27])([c:28]3[cH:29][cH:30][c:31]([CH3:34])[cH:32][cH:33]3)[C:23]([CH3:25])([CH3:26])[O:24]4)[CH2:15][CH2:16]2)[cH:6][cH:7][c:8]1[O:9][CH3:10].[CH3:39][OH:40].[CH3:41][CH2:42][CH2:43][CH2:44][CH2:45][CH3:46]>>[CH3:1][O:2][c:3]1[cH:4][c:5]([CH:11]2[CH2:12][CH2:13][N:14]([c:17]3[c:18]([CH3:38])[c:19]([CH3:37])[c:20]4[c:21]([c:35]3[CH3:36])[CH:22]([c:28]3[cH:29][cH:30][c:31]([CH3:34])[cH:32][cH:33]3)[C:23]([CH3:25])([CH3:26])[O:24]4)[CH2:15][CH2:16]2)[cH:6][cH:7][c:8]1[O:9][CH3:10]. RXN SMILES: [CH2:1]=O.[C:3]([NH:11][C:12](=[O:20])[NH:13][CH:14]1[CH2:19][CH2:18][NH:17][CH2:16][CH2:15]1)(=[O:10])[C:4]1[CH:9]=[CH:8][CH:7]=[CH:6][CH:5]=1.[CH3:21][C:22]1[NH:23][C:24]2[C:29]([CH:30]=1)=[CH:28][CH:27]=[CH:26][CH:25]=2>C(O)(=O)C.O>[C:3]([NH:11][C:12]([NH:13][CH:14]1[CH2:15][CH2:16][N:17]([CH2:1][C:30]2[C:29]3[C:24](=[CH:25][CH:26]=[CH:27][CH:28]=3)[NH:23][C:22]=2[CH3:21])[CH2:18][CH2:19]1)=[O:20])(=[O:10])[C:4]1[CH:9]=[CH:8][CH:7]=[CH:6][CH:5]=1. Conditions: time 5 hour. Reported procedure: A solution of formaldehyde (1.6 cm3, 40% aqueous solution) was added to a stirred solution of 4-benzoylureidopiperidine (5 g, 0.02 mol) and 2-methylindole (2.6 g, 0.02 mol) in acetic acid (12 cm3). The solution was allowed to stand for 5 hours and diluted with water (100 cm3). The precipitated solid was removed by filtration and discarded. The filtrate was basified by addition of ammonia to precipitate the product which was collected by filtration. The product was triturated with ethanol, then r... The yield is 21.0%. Solvent: C(C)(=O)O (acetic acid), O (water). Reactants: C=O (formaldehyde), C(C1=CC=CC=C1)(=O)NC(NC1CCNCC1)=O (4-benzoylureidopiperidine), CC=1NC2=CC=CC=C2C1 (2-methylindole). The product is C(C1=CC=CC=C1)(=O)NC(=O)NC1CCN(CC1)CC1=C(NC2=CC=CC=C12)C (1-Benzoyl-3-[1-([2-methylindol-3-yl]methyl)piperid-4-yl]urea), base. Conditions: time 1 hour. Yields the product O1[C@H](CCC1)C(=O)N1CCN(CC1)C[C@@H]1OC1 (1-[(R)-tetrahydro-2-furoyl]-4-((S)-oxiranylmethyl)-piperazine). Procedure: To a cold solution of (S)-1-chloro-3-(4-[(R)-tetrahydro-2-furoyl]-1-piperazinyl)-2-propanol (2.4 g, 8.67 mmol) in THF (25 mL) in an ice bath was added water (7 mL), and then sodium hydroxide (0.416 g, 10.41 mmol) as solid pellets. The mixture was stirred vigorously at the same temperature for 1 h, and diluted with dichloromethane (200 mL). The mixture was washed with 1 M sodium hydroxide and brine solution, then dried and concentrated, to provide the title intermediate. RXN SMILES: Cl[CH2:2][C@@H:3]([OH:18])[CH2:4][N:5]1[CH2:10][CH2:9][N:8]([C:11]([C@H:13]2[CH2:17][CH2:16][CH2:15][O:14]2)=[O:12])[CH2:7][CH2:6]1.O.[OH-].[Na+]>C1COCC1.ClCCl>[O:14]1[CH2:15][CH2:16][CH2:17][C@@H:13]1[C:11]([N:8]1[CH2:9][CH2:10][N:5]([CH2:4][C@H:3]2[CH2:2][O:18]2)[CH2:6][CH2:7]1)=[O:12] |f:2.3|. The solvent is ClCCl (dichloromethane), C1CCOC1 (THF). Reactants: ClC[C@H](CN1CCN(CC1)C(=O)[C@@H]1OCCC1)O ((S)-1-chloro-3-(4-[(R)-tetrahydro-2-furoyl]-1-piperazinyl)-2-propanol), O (water), [OH-].[Na+] (sodium hydroxide).